describe an organic reaction: reactants, conditions, products, and yield From a dataset of the Open Reaction Database (ORD), a public repository of structured organic reaction records. Starting materials: CSC=1N=CC2=C(N1)N(C(C=C2)=O)C=2C=C(C=CC2)NC(OC(C)(C)C)=O (tert-butyl (3-(2-(methylthio)-7-oxopyrido[2,3-d]pyrimidin-8(7H)-yl)phenyl)carbamate), CCN(C(C)C)C(C)C (DIEA), NC1=C(C=C(C=C1)NC1CN(C1)C(C)=O)OC (1-(3-((4-amino-3-methoxyphenyl)amino)azetidin-1-yl)ethanone), 14a, 2012064706 A1, CN1CCCC1=O (NMP). The solvent is O1CCOCC1 (dioxane), CC(C)(C)O (tBuOH), CS(=O)C (DMSO). Conditions: temperature 85 celsius, time 3 hour. Product: C(C)(=O)N1CC(C1)NC1=CC(=C(C=C1)NC=1N=CC2=C(N1)N(C(C=C2)=O)C=2C=C(C=CC2)NC(C=C)=O)OC (N-(3-(2-((4-((1-acetylazetidin-3-yl)amino)-2-methoxyphenyl)amino)-7-oxopyrido[2,3-d]pyrimidin-8(7H)-yl)phenyl)acrylamide). Yield: 60.7%. As a reaction SMILES: [NH2:1][C:2]1[CH:7]=[CH:6][C:5]([NH:8][CH:9]2[CH2:12][N:11]([C:13](=[O:15])[CH3:14])[CH2:10]2)=[CH:4][C:3]=1[O:16][CH3:17].CS[C:20]1[N:21]=[CH:22][C:23]2[CH:29]=[CH:28][C:27](=[O:30])[N:26]([C:31]3[CH:32]=[C:33]([NH:37][C:38](=[O:44])OC(C)(C)C)[CH:34]=[CH:35][CH:36]=3)[C:24]=2[N:25]=1.[CH3:45][CH2:46]N(C(C)C)C(C)C.CN1C(=O)CCC1>O1CCOCC1.CC(O)(C)C.CS(C)=O>[C:13]([N:11]1[CH2:12][CH:9]([NH:8][C:5]2[CH:6]=[CH:7][C:2]([NH:1][C:20]3[N:21]=[CH:22][C:23]4[CH:29]=[CH:28][C:27](=[O:30])[N:26]([C:31]5[CH:32]=[C:33]([NH:37][C:38](=[O:44])[CH:45]=[CH2:46])[CH:34]=[CH:35][CH:36]=5)[C:24]=4[N:25]=3)=[C:3]([O:16][CH3:17])[CH:4]=2)[CH2:10]1)(=[O:15])[CH3:14]. Reported procedure: To a suspension of 1-(3-((4-amino-3-methoxyphenyl)amino)azetidin-1-yl)ethanone (14a, prepared according to the procedures described in WO 2012064706 A1 (April, 2012), Avila Therapeutics, Inc.) (120 mg, 0.51 mmol) and N-(3-(2-(methylsulfinyl)-7-oxopyrido[2,3-d]pyrimidin-8(7H)-yl)phenyl)acrylamide (51) (150 mg, 0.42 mmol) in 1 mL of dioxane and 1 mL of tBuOH at RT was added DIEA (0.22 mL, 1.27 mmol). The mixture was heated in an oil bath at 85° C. for 1 h. NMP (0.5 mL) was added to the reaction mi... The reactants are CC#N, O=C(O)c1cc(=O)[nH]c(-c2ccc(Cl)cc2)n1, O, O=P(Cl)(Cl)Cl. Yields the product Nc1cc(C(=O)O)nc(-c2ccc(Cl)cc2)n1. Reaction SMILES: [CH3:23][C:24]#[N:25].[Cl:6][c:7]1[cH:8][cH:9][c:10](-[c:13]2[nH:14][c:15](=[O:22])[cH:16][c:17]([C:19](=[O:20])[OH:21])[n:18]2)[cH:11][cH:12]1.[OH2:26].[P:1]([Cl:2])([Cl:3])([Cl:4])=[O:5]>>[Cl:6][c:7]1[cH:8][cH:9][c:10](-[c:13]2[n:14][c:15]([NH2:25])[cH:16][c:17]([C:19](=[O:20])[OH:21])[n:18]2)[cH:11][cH:12]1. The reactants are [Na] (Sodium), ClC1=NC(=C2[N-]C=NC2=N1)[N+](C)(C)C (2-chloro-6-trimethylammoniopurinide), ice H2O, C(C1=CC=CC=C1)O (benzyl alcohol), [Na] (sodium), Cl (HCl). The solvent is CS(=O)C (DMSO). Conditions: time 4 hour. Yields the product ClC1=NC(=C2NC=NC2=N1)OCC1=CC=CC=C1 (2-Chloro-6-benzyloxypurine). The yield is 0.0%. RXN SMILES: [Na].[CH2:2]([OH:9])[C:3]1[CH:8]=[CH:7][CH:6]=[CH:5][CH:4]=1.[Cl:10][C:11]1[N:19]=[C:18]2[C:14]([N-:15][CH:16]=[N:17]2)=[C:13]([N+](C)(C)C)[N:12]=1.Cl>CS(C)=O>[Cl:10][C:11]1[N:19]=[C:18]2[C:14]([NH:15][CH:16]=[N:17]2)=[C:13]([O:9][CH2:2][C:3]2[CH:8]=[CH:7][CH:6]=[CH:5][CH:4]=2)[N:12]=1 |^1:0|. Procedure: Sodium spheres (250 mg, 10.87 mmol) and benzyl alcohol (2 ml, 19.33 mmol) were mixed and vigorously stirred under N2 at 60°-100° (oil-bath) until all the sodium had dissolved (30 minutes) The mixture was cooled to room temperature and a suspension of 2-chloro-6-trimethylammoniopurinide (100 g, .73 mmol) in sieve-dried DMSO (10 ml) was added. This was stirred at room temperature under N2 for 13/4 hours and the reaction mixture was then added dropwise to ice-H2O (100 ml). The pH of the solution wa... Starting materials: OCCCC(CP(C1=CC=CC=C1)(C1=CC=CC=C1)C1=CC=CC=C1)=O ((5-hydroxy-2-oxopentyl)triphenylphosphorane), F[B-](F)(F)F.C(C)[O+](CC)CC (triethyloxonium tetrafluoroborate), solution. Solvent: C(=O)=O.CC(=O)C (dry ice acetone), C(Cl)Cl (methylene chloride), C(Cl)Cl (methylene chloride). Run at temperature -78 celsius, time 0.5 hour. Product: F[B-](F)(F)F.C1(=CC=CC=C1)[P+](C=C1OC(CC1)C)(C1=CC=CC=C1)C1=CC=CC=C1 (triphenyl[(tetrahydro-5-methyl-furan-2-ylidene)methyl]phosphonium tetrafluoroborate). As a reaction SMILES: O[CH2:2][CH2:3][CH2:4][C:5](=[O:26])[CH2:6][PH:7]([C:20]1[CH:25]=[CH:24][CH:23]=[CH:22][CH:21]=1)([C:14]1[CH:19]=[CH:18][CH:17]=[CH:16][CH:15]=1)[C:8]1[CH:13]=[CH:12][CH:11]=[CH:10][CH:9]=1.[F:27][B-:28]([F:31])([F:30])[F:29].[CH2:32]([O+](CC)CC)C>C(Cl)Cl.C(=O)=O.CC(C)=O>[F:27][B-:28]([F:31])([F:30])[F:29].[C:8]1([P+:7]([C:20]2[CH:21]=[CH:22][CH:23]=[CH:24][CH:25]=2)([C:14]2[CH:15]=[CH:16][CH:17]=[CH:18][CH:19]=2)[CH:6]=[C:5]2[CH2:4][CH2:3][CH:2]([CH3:32])[O:26]2)[CH:13]=[CH:12][CH:11]=[CH:10][CH:9]=1 |f:1.2,4.5,6.7|. Reported procedure: 1.5 g of (5-hydroxy-2-oxopentyl)triphenylphosphorane was dissolved in 20 ml of methylene chloride under a nitrogen atmosphere, cooled in dry ice/acetone bath and 15 ml of triethyloxonium tetrafluoroborate as a 1 M solution in methylene chloride was added. The reaction mixture was stirred at about -78° C. for 0.5 hour and allowed to warm to room temperature over about 2 hours, decanted into ice water and stirred vigorously with the addition of an additional 30 ml of methylene chloride. The extrac... Yield: 17.2%. Reaction conditions: temperature 60 celsius, time 72 hour. Reported procedure: 3-Methoxy-1H-pyrazolo[3,4-b]pyridin-5-amine (50 mg, 0.305 mmol) in N,N-dimethylformamide (3.0 mL) was sequentially treated with 2,6-dichloro-3-(propylsulfonamido)benzoic acid (356 mg, 1.14 mmol), EDCI (117 mg, 0.609 mmol), and HOBt (82.3 mg, 0.609 mmol) and heated to 60° C. After 72 hours, the reaction mixture was allowed to cool to ambient temperature. The mixture was diluted with ethyl acetate, washed with water (4×), sodium bicarbonate (2×), and brine (1×), dried over sodium sulfate, and conc... Yields the product ClC1=C(C(=O)NC=2C=C3C(=NC2)NN=C3OC)C(=CC=C1NS(=O)(=O)CCC)Cl (2,6-dichloro-N-(3-methoxy-1H-pyrazolo[3,4-b]pyridin-5-yl)-3-(propylsulfonamido)benzamide). The reactants are COC1=NNC2=NC=C(C=C21)N (3-Methoxy-1H-pyrazolo[3,4-b]pyridin-5-amine), ClC1=C(C(=O)O)C(=CC=C1NS(=O)(=O)CCC)Cl (2,6-dichloro-3-(propylsulfonamido)benzoic acid), CCN=C=NCCCN(C)C (EDCI), C=1C=CC2=C(C1)N=NN2O (HOBt). The solvent is C(C)(=O)OCC (ethyl acetate), CN(C=O)C (N,N-dimethylformamide). RXN SMILES: [CH3:1][O:2][C:3]1[C:11]2[C:6](=[N:7][CH:8]=[C:9]([NH2:12])[CH:10]=2)[NH:5][N:4]=1.[Cl:13][C:14]1[C:22]([NH:23][S:24]([CH2:27][CH2:28][CH3:29])(=[O:26])=[O:25])=[CH:21][CH:20]=[C:19]([Cl:30])[C:15]=1[C:16](O)=[O:17].CCN=C=NCCCN(C)C.C1C=CC2N(O)N=NC=2C=1>CN(C)C=O.C(OCC)(=O)C>[Cl:13][C:14]1[C:22]([NH:23][S:24]([CH2:27][CH2:28][CH3:29])(=[O:25])=[O:26])=[CH:21][CH:20]=[C:19]([Cl:30])[C:15]=1[C:16]([NH:12][C:9]1[CH:10]=[C:11]2[C:3]([O:2][CH3:1])=[N:4][NH:5][C:6]2=[N:7][CH:8]=1)=[O:17]. Starting materials: CC(C(=O)O)c1cc(C(F)(F)F)cc(C(F)(F)F)c1, Cl, NC1(c2cccc(F)c2)CCC(=O)CC1. Yields the product CC(C(=O)NC1(c2cccc(F)c2)CCC(=O)CC1)c1cc(C(F)(F)F)cc(C(F)(F)F)c1. As a reaction SMILES: [CH3:1][CH:2]([C:3](=[O:4])[OH:5])[c:6]1[cH:7][c:8]([C:16]([F:17])([F:18])[F:19])[cH:9][c:10]([C:12]([F:13])([F:14])[F:15])[cH:11]1.[ClH:20].[F:21][c:22]1[cH:23][c:24]([C:28]2([NH2:35])[CH2:29][CH2:30][C:31](=[O:34])[CH2:32][CH2:33]2)[cH:25][cH:26][cH:27]1>>[CH3:1][CH:2]([C:3](=[O:4])[NH:35][C:28]1([c:24]2[cH:23][c:22]([F:21])[cH:27][cH:26][cH:25]2)[CH2:29][CH2:30][C:31](=[O:34])[CH2:32][CH2:33]1)[c:6]1[cH:7][c:8]([C:16]([F:17])([F:18])[F:19])[cH:9][c:10]([C:12]([F:13])([F:14])[F:15])[cH:11]1. Procedure details: To sodium hydride (1.886 g, 47.2 mmol) in DMF (10 ml) stirring at 0° C. was added a solution of 6-bromo-1H-indazol-4-amine (10 g, 47.2 mmol, available from Sinova) in DMF (30 ml) dropwise. NOTE—gas evolution. Upon complete addition the mixture was treated with benzene sulphonyl chloride (6.08 ml, 47.2 mmol) dropwise. The resulting mixture was stirred for 2 hrs at room temperature then the mixture was poured onto ice water (300 ml). The mixture was then extracted with ethyl acetate and the layers... Run in CN(C)C=O (DMF), CN(C)C=O (DMF). Run at time 2 hour. Starting materials: [H-].[Na+] (sodium hydride), BrC=1C=C(C=2C=NNC2C1)N (6-bromo-1H-indazol-4-amine), C1(=CC=CC=C1)S(=O)(=O)Cl (benzene sulphonyl chloride). RXN SMILES: [H-].[Na+].[Br:3][C:4]1[CH:5]=[C:6]([NH2:13])[C:7]2[CH:8]=[N:9][NH:10][C:11]=2[CH:12]=1.[C:14]1([S:20](Cl)(=[O:22])=[O:21])[CH:19]=[CH:18][CH:17]=[CH:16][CH:15]=1>CN(C=O)C>[Br:3][C:4]1[CH:5]=[C:6]([NH2:13])[C:7]2[CH:8]=[N:9][N:10]([S:20]([C:14]3[CH:19]=[CH:18][CH:17]=[CH:16][CH:15]=3)(=[O:22])=[O:21])[C:11]=2[CH:12]=1 |f:0.1|. Yields the product BrC=1C=C(C=2C=NN(C2C1)S(=O)(=O)C1=CC=CC=C1)N (6-Bromo-1-(phenylsulfonyl)-1H-indazol-4-amine), solid. Reactants: O=C([O-])[O-], CN(C)C=O, [Cs+], [Cs+], CC(=O)c1ccc(F)cc1, Nc1ccc(O)cc1[N+](=O)[O-]. Product: CC(=O)c1ccc(Oc2ccc(N)c([N+](=O)[O-])c2)cc1. Reaction SMILES: [C:22](=[O:23])([O-:24])[O-:25].[CH3:28][N:29]([CH3:30])[CH:31]=[O:32].[Cs+:26].[Cs+:27].[F:1][c:2]1[cH:3][cH:4][c:5]([C:8]([CH3:9])=[O:10])[cH:6][cH:7]1.[NH2:11][c:12]1[c:13]([N+:19](=[O:20])[O-:21])[cH:14][c:15]([OH:18])[cH:16][cH:17]1>>[c:2]1([O:18][c:15]2[cH:14][c:13]([N+:19](=[O:20])[O-:21])[c:12]([NH2:11])[cH:17][cH:16]2)[cH:3][cH:4][c:5]([C:8]([CH3:9])=[O:10])[cH:6][cH:7]1. Reactants: [C-]#N.[K+] (Potassium cyanide), COC1=C(C=CC=C1CBr)OC1=C(C=CC=C1)OC (2-methoxyphenyl 2-methoxy-3-bromomethylphenyl ether), O (water). Run in CS(=O)C (dimethylsulfoxide). Conditions: time 1 hour. Product: COC1=C(C=CC=C1OC1=C(C=CC=C1)OC)CC#N (2-[2-methoxy-3-(2-methoxyphenoxy)phenyl]acetonitrile). Isolated yield 62.0%. RXN SMILES: [C-:1]#[N:2].[K+].[CH3:4][O:5][C:6]1[C:11]([CH2:12]Br)=[CH:10][CH:9]=[CH:8][C:7]=1[O:14][C:15]1[CH:20]=[CH:19][CH:18]=[CH:17][C:16]=1[O:21][CH3:22].O>CS(C)=O>[CH3:4][O:5][C:6]1[C:7]([O:14][C:15]2[CH:20]=[CH:19][CH:18]=[CH:17][C:16]=2[O:21][CH3:22])=[CH:8][CH:9]=[CH:10][C:11]=1[CH2:12][C:1]#[N:2] |f:0.1|. Procedure details: Powdered Potassium cyanide (2.50 g) was added to a solution of 2-methoxyphenyl 2-methoxy-3-bromomethylphenyl ether (12.0 g) in dimethylsulfoxide (100 ml), and the mixture was stirred at room temperature for 1 hr. The reaction mixture was poured into water and extracted with diethyl ether. The extract was washed with water, dried over magnesium sulfate and then evaporated. The resultant oily residue (9.80 g) was subjected to column chromatography on silica gel and eluted with a mixture of benzene... Reactants: Br, O=N[O-], CC(=O)c1ncc(N)cc1C(F)(F)F, [Na+], [Na+], [OH-], O, O=S(=O)(O)O. Yields the product CC(=O)c1ncc(Br)cc1C(F)(F)F. Reaction SMILES: [BrH:19].[N:15]([O-:16])=[O:17].[NH2:1][c:2]1[cH:3][c:4]([C:11]([F:12])([F:13])[F:14])[c:5]([C:8]([CH3:9])=[O:10])[n:6][cH:7]1.[Na+:18].[Na+:21].[OH-:20].[OH2:27].[S:22](=[O:23])(=[O:24])([OH:25])[OH:26]>>[c:2]1([Br:19])[cH:3][c:4]([C:11]([F:12])([F:13])[F:14])[c:5]([C:8]([CH3:9])=[O:10])[n:6][cH:7]1.